This data is from the Open Reaction Database (ORD), a public repository of structured organic reaction records. The task is: describe an organic reaction: reactants, conditions, products, and yield Reactants: Cc1cc(CO[Si](C)(C)C(C)(C)C)c(C#N)c(=O)[nH]1, CO, [H][H], N. Yields the product Cc1cc(CO[Si](C)(C)C(C)(C)C)c(CN)c(=O)[nH]1. Reaction SMILES: [C:1]([CH3:2])([CH3:3])([CH3:4])[Si:5]([O:6][CH2:7][c:8]1[c:9]([C:16]#[N:17])[c:10](=[O:15])[nH:11][c:12]([CH3:14])[cH:13]1)([CH3:18])[CH3:19].[CH3:22][OH:23].[H:20][H:21].[NH3:24]>>[C:1]([CH3:2])([CH3:3])([CH3:4])[Si:5]([O:6][CH2:7][c:8]1[c:9]([CH2:16][NH2:17])[c:10](=[O:15])[nH:11][c:12]([CH3:14])[cH:13]1)([CH3:18])[CH3:19]. RXN SMILES: [CH:1]1([C:4]2[N:14]([CH2:15][C:16]3[S:20][C:19]([C:21]4([C:26]([OH:28])=[O:27])[CH2:25][CH:24]=[CH:23][CH2:22]4)=[CH:18][CH:17]=3)[C:7]3=[N:8][C:9]([CH3:13])=[CH:10][C:11]([CH3:12])=[C:6]3[N:5]=2)[CH2:3][CH2:2]1.[CH3:29][S:30]([NH2:33])(=[O:32])=[O:31]>>[CH3:29][S:30]([NH2:33])(=[O:32])=[O:31].[CH:1]1([C:4]2[N:14]([CH2:15][C:16]3[S:20][C:19]([C:21]4([C:26]([OH:28])=[O:27])[CH2:25][CH:24]=[C:23]=[CH:22]4)=[CH:18][CH:17]=3)[C:7]3=[N:8][C:9]([CH3:13])=[CH:10][C:11]([CH3:12])=[C:6]3[N:5]=2)[CH2:2][CH2:3]1 |f:2.3|. Reported procedure: The title compound was prepared from the product of Example 3, above, by the method of Example 25, except that methanesulfonamide was used in place of benzenesulfonamide. Product: CS(=O)(=O)N.C1(CC1)C1=NC=2C(=NC(=CC2C)C)N1CC1=CC=C(S1)C1(C=C=CC1)C(=O)O (1-[5-(2-cyclopropyl-5,7-dimethylimidazo[4,5-b]pyridin-3-ylmethyl)thiophen-2-yl]cyclopenten-3-ene carboxylic acid methanesulfonamide). The reactants are C1(CC1)C1=NC=2C(=NC(=CC2C)C)N1CC1=CC=C(S1)C1(CC=CC1)C(=O)O (1-[5-(2-cyclopropyl-5,7-dimethylimidazo[4,5-b]pyridin-3-ylmethyl)thiophen-2-yl]cyclopent-3-ene carboxylic acid), CS(=O)(=O)N (methanesulfonamide). RXN SMILES: [Br:13][c:14]1[cH:15][c:16]([Cl:34])[c:17]([NH:20][c:21]2[c:22]([CH:32]=[O:33])[cH:23][c:24]3[c:25]([n:26][cH:27][n:28]3[CH3:29])[c:30]2[F:31])[cH:18][cH:19]1.[Br:1][c:2]1[cH:3][cH:4][cH:5][cH:6][n:7]1.[CH2:35]1[O:36][CH2:37][CH2:38][CH2:39]1.[CH3:8][CH2:9][CH2:10][CH2:11][Li:12]>>[c:2]1([CH:32]([c:22]2[c:21]([NH:20][c:17]3[c:16]([Cl:34])[cH:15][c:14]([Br:13])[cH:19][cH:18]3)[c:30]([F:31])[c:25]3[c:24]([cH:23]2)[n:28]([CH3:29])[cH:27][n:26]3)[OH:33])[cH:3][cH:4][cH:5][cH:6][n:7]1. The reactants are Cn1cnc2c(F)c(Nc3ccc(Br)cc3Cl)c(C=O)cc21, Brc1ccccn1, C1CCOC1, [Li]CCCC. The product is Cn1cnc2c(F)c(Nc3ccc(Br)cc3Cl)c(C(O)c3ccccn3)cc21. Reactants: C(=O)(OC1=CC=CC=C1)N1[C@H]2[C@@H]3CCOC[C@@]3(C=3C=C(C=CC3C2)OCC)CC1 (17-Carbophenoxy-3-ethoxy-6-oxamorphinan), [OH-].[K+] (potassium hydroxide), CC(C)O (2-propanol). The solvent is O (water). Yields the product C(C)OC=1C=CC=2C[C@@H]3[C@@H]4CCOC[C@@]4(C2C1)CCN3 (3-Ethoxy-6-oxamorphinan). RXN SMILES: C([N:10]1[CH2:29][CH2:28][C@@:17]23[C:18]4[CH:19]=[C:20]([O:25][CH2:26][CH3:27])[CH:21]=[CH:22][C:23]=4[CH2:24][C@@H:11]1[C@@H:12]2[CH2:13][CH2:14][O:15][CH2:16]3)(OC1C=CC=CC=1)=O.[OH-].[K+].CC(O)C>O>[CH2:26]([O:25][C:20]1[CH:21]=[CH:22][C:23]2[CH2:24][C@H:11]3[NH:10][CH2:29][CH2:28][C@@:17]4([C:18]=2[CH:19]=1)[C@H:12]3[CH2:13][CH2:14][O:15][CH2:16]4)[CH3:27] |f:1.2|. Procedure: A mixture of XXIX (0.005 m) from Step (d) above, 6 g potassium hydroxide, 75 ml 2-propanol and 20 ml water is heated at reflux for 40 hours. The 2-propanol is removed at reduced pressure. The resultant mixture is extracted with methylene chloride. The extracts are dried (Na2SO4), filtered and concentrated to produce the title compound.